describe an organic reaction: reactants, conditions, products, and yield From a dataset of the Open Reaction Database (ORD), a public repository of structured organic reaction records. Starting materials: complex 6, C1(=CC=C(C=C1)NN)C (p-tolylhydrazine), N1=CC=C2C=CC=3C(=C12)C=C1C=CC=CC13 (indenoindole), Cl[Si](C)(C)Cl (dichlorodimethylsilane), N1=CC=C2C=CC=3C(=C12)C=C1C=CC=CC13 (indenoindole), CC1=CC=C2CCC(C2=C1)=O (6-methyl-1-indanone). The product is C1(=C2C=C3C(=NC=4C=CC=CC34)C2=CC=C1)[Si](C)(C)C1=C2C=C3C(=NC=4C=CC=CC34)C2=CC=C1 (bis(indeno[1,2-b]indolyl)dimethylsilane). RXN SMILES: [N:1]1[C:9]2[C:4]([CH:5]=[CH:6][C:7]3[C:8]=2[CH:10]=[C:11]2[C:16]=3[CH:15]=[CH:14][CH:13]=[CH:12]2)=[CH:3][CH:2]=1.C[C:18]1[CH:26]=[C:25]2[C:21]([CH2:22][CH2:23][C:24]2=O)=[CH:20][CH:19]=1.[C:28]1(C)[CH:33]=[CH:32][C:31]([NH:34]N)=[CH:30][CH:29]=1.Cl[Si:38](Cl)([CH3:40])[CH3:39]>>[C:7]1([Si:38]([C:20]2[CH:19]=[CH:18][CH:26]=[C:25]3[C:21]=2[CH:22]=[C:23]2[C:30]4[CH:29]=[CH:28][CH:33]=[CH:32][C:31]=4[N:34]=[C:24]23)([CH3:40])[CH3:39])[CH:6]=[CH:5][CH:4]=[C:3]2[C:16]=1[CH:15]=[C:14]1[C:13]3[CH:12]=[CH:11][CH:10]=[CH:8][C:9]=3[N:1]=[C:2]12. Procedure: Consider the preparation of the N-G-N linked complex 6, below. An indenoindole compound is first prepared by reacting 6-methyl-1-indanone and p-tolylhydrazine. Deprotonation of the indenoindole at nitrogen, followed by reaction with 0.5 eq. of dichlorodimethylsilane gives a bis(indeno[1,2-b]indolyl)dimethylsilane (5). This neutral compound is doubly deprotonated and then reacted with 2 eq. of cyclopentadienyl-zirconium trichloride to give the desired bimetallic complex, 6. A similar approach is ...